From a dataset of the Open Reaction Database (ORD), a public repository of structured organic reaction records. describe an organic reaction: reactants, conditions, products, and yield Reactants: CN1CCSC1=N, S=C=Nc1ccccc1, c1ccccc1. Product: CN1CCSC1=NC(=S)Nc1ccccc1. RXN SMILES: [NH:1]=[C:2]1[S:3][CH2:4][CH2:5][N:6]1[CH3:7].[c:8]1([N:14]=[C:15]=[S:16])[cH:9][cH:10][cH:11][cH:12][cH:13]1.[cH:17]1[cH:18][cH:19][cH:20][cH:21][cH:22]1>>[N:1](=[C:2]1[S:3][CH2:4][CH2:5][N:6]1[CH3:7])[C:15]([NH:14][c:8]1[cH:9][cH:10][cH:11][cH:12][cH:13]1)=[S:16].